Dataset: the Open Reaction Database (ORD), a public repository of structured organic reaction records. Task: describe an organic reaction: reactants, conditions, products, and yield Reaction SMILES: [CH2:1]([c:2]1[cH:3][cH:4][cH:5][cH:6][cH:7]1)[O:8][c:9]1[cH:10][cH:11][cH:12][c:13]2[cH:14][cH:15][nH:16][c:17]12.[CH3:18][CH2:19][OH:20]>>[OH:8][c:9]1[cH:10][cH:11][cH:12][c:13]2[cH:14][cH:15][nH:16][c:17]12. Yields the product Oc1cccc2cc[nH]c12. Reactants: c1ccc(COc2cccc3cc[nH]c23)cc1, CCO. The product is C1(CC1)C#CC1(C2=C(NC(O1)=O)C=CC(=C2)OCOCCOC)C(F)(F)F (4-cyclopropylethynyl-6-(2-methoxy-ethoxymethoxy)-4-trifluoromethyl-1,4-dihydro-benzo[d][1,3]oxazin-2-one). Yield: 96.2%. Reactants: C(C)(C)(C)OC(NC1=C(C=C(C=C1)OCOCCOC)C(C#CC1CC1)(C(F)(F)F)O)=O ([2-(3-cyclopropyl-1-hydroxy-1-trifluoromethyl-prop-2-ynyl)-4-(2-methoxy-ethoxymethoxy)-phenyl]-carbamic Acid Tert-Butyl Ester), C(CCC)[Li] (n-butyl lithium). Reaction SMILES: C([O:5][C:6](=[O:32])[NH:7][C:8]1[CH:13]=[CH:12][C:11]([O:14][CH2:15][O:16][CH2:17][CH2:18][O:19][CH3:20])=[CH:10][C:9]=1[C:21](O)([C:27]([F:30])([F:29])[F:28])[C:22]#[C:23][CH:24]1[CH2:26][CH2:25]1)(C)(C)C.C([Li])CCC>C1(C)C=CC=CC=1>[CH:24]1([C:23]#[C:22][C:21]2([C:27]([F:30])([F:28])[F:29])[O:5][C:6](=[O:32])[NH:7][C:8]3[CH:13]=[CH:12][C:11]([O:14][CH2:15][O:16][CH2:17][CH2:18][O:19][CH3:20])=[CH:10][C:9]2=3)[CH2:26][CH2:25]1. The solvent is C1(=CC=CC=C1)C (toluene). Reaction conditions: time 10 minute. Reported procedure: To 1.2 g (2.6 mmol) of 7 was added 15 mL of toluene, and the reaction mixture was cooled to 0° to −4° C. under argon atmosphere. To the reaction mixture 1.4 mL (3.5 mmol) of n-butyl lithium (2.5M in hexane) was added, and the resulting reaction mixture was allowed to stir at 0° to −4° C. for 10 minutes, warmed up to room temperature, and allowed to reflux for 1 hour. The reaction mixture was concentrated. Then 20 mL of water was added and the aqueous layer was extracted with 4×20 mL of dichlorom... The solvent is C1(=CC=CC=C1)C (toluene). Reaction SMILES: [NH2:1][C:2]1[S:3][CH:4]=[C:5]([CH3:9])[C:6]=1[C:7]#[N:8].[C:10]([O:16][CH2:17][CH3:18])(=[O:15])[CH2:11][C:12]([CH3:14])=O.Cl[Sn](Cl)(Cl)Cl>C1(C)C=CC=CC=1>[NH2:8][C:7]1[C:11]([C:10]([O:16][CH2:17][CH3:18])=[O:15])=[C:12]([CH3:14])[N:1]=[C:2]2[S:3][CH:4]=[C:5]([CH3:9])[C:6]=12. The yield is 38.6%. Procedure details: A mixture of 2-amino-4-methyl-3-thiophenecarbonitrile (300 mg, 2.171 mmol), ethyl acetoacetate (0.275 mL, 2.171 mmol) and SnCl4 (0.510 mL, 434 mmol) in toluene (15 mL) was stirred at RT for 30 min and then reflux for 3.5 h. After cooling to RT, the mixture was quenched with 6M NaOH (20 mL) and extracted with ethyl acetate (3×20 mL). The combined organics were washed with brine (30 mL), dried and concentrated. Purification by chromatography on silica gel, eluting with a gradient of 0-50% ethyl ac... The reactants are NC=1SC=C(C1C#N)C (2-amino-4-methyl-3-thiophenecarbonitrile), C(CC(=O)C)(=O)OCC (ethyl acetoacetate), Cl[Sn](Cl)(Cl)Cl (SnCl4). Run at time 30 minute. Product: NC1=C2C(=NC(=C1C(=O)OCC)C)SC=C2C (Ethyl 4-amino-3,6-dimethylthieno[2,3-b]pyridine-5-carboxylate). The reactants are ClCCCCBr, Oc1nc2ccccc2s1. The product is ClCCCCOc1nc2ccccc2s1. Reaction SMILES: [Br:11][CH2:12][CH2:13][CH2:14][CH2:15][Cl:16].[OH:1][c:2]1[n:3][c:4]2[cH:5][cH:6][cH:7][cH:8][c:9]2[s:10]1>>[O:1]([c:2]1[n:3][c:4]2[cH:5][cH:6][cH:7][cH:8][c:9]2[s:10]1)[CH2:12][CH2:13][CH2:14][CH2:15][Cl:16]. Reactants: Cc1ccccc1, Cc1ccc(C(=O)CC(O)(c2cc(Br)c(F)c(Br)c2)C(F)(F)F)cc1Cl, O, O=S(Cl)Cl, c1ccncc1. RXN SMILES: [CH3:38][c:39]1[cH:40][cH:41][cH:42][cH:43][cH:44]1.[Cl:1][c:2]1[cH:3][c:4]([C:9]([CH2:10][C:11]([C:12]([F:13])([F:14])[F:15])([OH:16])[c:17]2[cH:18][c:19]([Br:25])[c:20]([F:24])[c:21]([Br:23])[cH:22]2)=[O:26])[cH:5][cH:6][c:7]1[CH3:8].[OH2:37].[S:27]([Cl:28])([Cl:29])=[O:30].[cH:31]1[cH:32][cH:33][n:34][cH:35][cH:36]1>>[Cl:1][c:2]1[cH:3][c:4]([C:9]([CH:10]=[C:11]([C:12]([F:13])([F:14])[F:15])[c:17]2[cH:18][c:19]([Br:25])[c:20]([F:24])[c:21]([Br:23])[cH:22]2)=[O:26])[cH:5][cH:6][c:7]1[CH3:8]. The product is Cc1ccc(C(=O)C=C(c2cc(Br)c(F)c(Br)c2)C(F)(F)F)cc1Cl. Yields the product Cc1c(Br)cc(S)cc1Br. RXN SMILES: [Br:1][c:2]1[cH:3][c:4]([SH:10]=[C:11]([O-:12])[N:13]([CH3:14])[CH3:15])[cH:5][c:6]([Br:9])[c:7]1[CH3:8].[CH3:17][OH:18].[ClH:16].[Na+:20].[OH-:19].[OH2:21]>>[Br:1][c:2]1[cH:3][c:4]([SH:10])[cH:5][c:6]([Br:9])[c:7]1[CH3:8]. Reactants: Cc1c(Br)cc([SH]=C([O-])N(C)C)cc1Br, CO, Cl, [Na+], [OH-], O. The reactants are C(C)OC(=O)C=1N=CC=2NC3=CC=CC(=C3C2C1COC)OC1=CC=C(C=C1)[N+](=O)[O-] (5-(4-nitrophenoxy)-4-methoxymethyl-beta-carboline-3-carboxylic acid ethyl ester), O1CCCC1 (tetrahydrofuran). The reagents and catalysts are [Pd] (palladium on carbon). The solvent is CO (methanol). Yields the product C(C)OC(=O)C=1N=CC=2NC3=CC=CC(=C3C2C1COC)OC1=CC=C(C=C1)N (5-(4-aminophenoxy)-4-methoxymethyl-beta-carboline-3-carboxylic acid ethyl ester). As a reaction SMILES: [CH2:1]([O:3][C:4]([C:6]1[N:7]=[CH:8][C:9]2[NH:10][C:11]3[C:16]([C:17]=2[C:18]=1[CH2:19][O:20][CH3:21])=[C:15]([O:22][C:23]1[CH:28]=[CH:27][C:26]([N+:29]([O-])=O)=[CH:25][CH:24]=1)[CH:14]=[CH:13][CH:12]=3)=[O:5])[CH3:2].O1CCCC1>CO.[Pd]>[CH2:1]([O:3][C:4]([C:6]1[N:7]=[CH:8][C:9]2[NH:10][C:11]3[C:16]([C:17]=2[C:18]=1[CH2:19][O:20][CH3:21])=[C:15]([O:22][C:23]1[CH:28]=[CH:27][C:26]([NH2:29])=[CH:25][CH:24]=1)[CH:14]=[CH:13][CH:12]=3)=[O:5])[CH3:2]. Reported procedure: 15 g of 5-(4-nitrophenoxy)-4-methoxymethyl-beta-carboline-3-carboxylic acid ethyl ester is hydrogenated in 450 ml of methanol: tetrahydrofuran=1:1 with 7.5 g of palladium on carbon (10%) at room temperature under hydrogen normal pressure. After filtering and concentrating, it is recrystallized from ethanol and 10.8 g (77% of theory) of 5-(4-aminophenoxy)-4-methoxymethyl-beta-carboline-3-carboxylic acid ethyl ester of a melting point of 222°-224° C. is obtained. Reactants: C([O-])([O-])=O.[K+].[K+] (potassium carbonate), N1C(CCC1)=O (2-pyrrolidinone), IC1=CC=C(C=C1)OC (4-iodoanisole). The reagents and catalysts are [Cu] (copper). The product is COC1=CC=C(C=C1)N1C(CCC1)=O (N-(4-methoxyphenyl)pyrrolidin-2-one). As a reaction SMILES: [NH:1]1[CH2:5][CH2:4][CH2:3][C:2]1=[O:6].I[C:8]1[CH:13]=[CH:12][C:11]([O:14][CH3:15])=[CH:10][CH:9]=1.C(=O)([O-])[O-].[K+].[K+]>[Cu]>[CH3:15][O:14][C:11]1[CH:12]=[CH:13][C:8]([N:1]2[CH2:5][CH2:4][CH2:3][C:2]2=[O:6])=[CH:9][CH:10]=1 |f:2.3.4|. Reported procedure: In step a of the overall synthesis, 2-pyrrolidinone and 4-iodoanisole are heated in the presence of copper powder and potassium carbonate to give the N-(4-methoxyphenyl)pyrrolidin-2-one, which in step b is treated with ethylmagnesium bromide Grignard reagent to give an aliphatic ketone after ring opening of the pyrrolidinone. This ketone is isolated and then undergoes ring closure to form the 3-hydroxy-1,2,5,6-tetrahydropyridin-2-one intermediate in steps c and d using ethyl oxalyl chloride and ... Reactants: FC1=C(C=CC(=C1)F)C(COC(C)=O)(COC(C)=O)O (2-(2,4-difluorophenyl)-1,3-diacetoxy-2-propanol), P(=O)([O-])([O-])[O-] (phosphate). The solvent is C1CCCCC1 (cyclohexane). Conditions: temperature 30 celsius, time 24 hour. Yields the product FC1=C(C=CC(=C1)F)C(CO)(CO)O (2-(2,4-difluorophenyl)-1,2,3-propanetriol). Yield: 93.2%. As a reaction SMILES: [F:1][C:2]1[CH:7]=[C:6]([F:8])[CH:5]=[CH:4][C:3]=1[C:9]([OH:20])([CH2:15][O:16]C(=O)C)[CH2:10][O:11]C(=O)C.P([O-])([O-])([O-])=O>C1CCCCC1>[F:1][C:2]1[CH:7]=[C:6]([F:8])[CH:5]=[CH:4][C:3]=1[C:9]([OH:20])([CH2:15][OH:16])[CH2:10][OH:11]. Reported procedure: A 2 l reaction vessel was charged with 10 g of 2-(2,4-difluorophenyl)-1,3-diacetoxy-2-propanol, 2 g of Lipase AP-6 (made by Amano Pharmaceutical Co., Ltd., derived from Aspergillus niger, Enzyme No. 12), 500 ml of 50 mM phosphate buffer (pH 7.0) and 500 ml of cyclohexane. The resulting mixture was stirred at 30° C. for 24 hours. The reaction liquid was extracted three times with 1000 ml of ethyl acetate and dried over anhydrous sodium sulfate. The solvent was removed under reduced pressure and t...